This data is from the Open Reaction Database (ORD), a public repository of structured organic reaction records. The task is: describe an organic reaction: reactants, conditions, products, and yield Reactants: CCO, Cc1noc(C)c1-c1ccc([N+](=O)[O-])cc1, Cl, [Sn]. The product is Cc1noc(C)c1-c1ccc(N)cc1. Reaction SMILES: [CH3:19][CH2:20][OH:21].[CH3:1][c:2]1[n:3][o:4][c:5]([CH3:16])[c:6]1-[c:7]1[cH:8][cH:9][c:10]([N+:13]([O-:14])=[O:15])[cH:11][cH:12]1.[ClH:18].[Sn:17]>>[CH3:1][c:2]1[n:3][o:4][c:5]([CH3:16])[c:6]1-[c:7]1[cH:8][cH:9][c:10]([NH2:13])[cH:11][cH:12]1. Starting materials: C(=O)(OC(C)(C)C)N1[C@H](CCC[C@@H]1C)C=CCC(C)C (trans-N-Boc-2-(1-isohexenyl)-6-methylpiperidine). Reagents/catalysts: [Pd] (Pd/C). Solvent: C(C)O (ethanol). Product: C(=O)(OC(C)(C)C)N1[C@H](CCC[C@@H]1C)CCCC(C)C (trans-N-Boc-2-isohexyl-6-methylpiperidine). As a reaction SMILES: [C:1]([N:8]1[C@@H:13]([CH3:14])[CH2:12][CH2:11][CH2:10][C@@H:9]1[CH:15]=[CH:16][CH2:17][CH:18]([CH3:20])[CH3:19])([O:3][C:4]([CH3:7])([CH3:6])[CH3:5])=[O:2]>C(O)C.[Pd]>[C:1]([N:8]1[C@@H:13]([CH3:14])[CH2:12][CH2:11][CH2:10][C@@H:9]1[CH2:15][CH2:16][CH2:17][CH:18]([CH3:20])[CH3:19])([O:3][C:4]([CH3:5])([CH3:7])[CH3:6])=[O:2]. Procedure: A solution of trans-N-Boc-2-(1-isohexenyl)-6-methylpiperidine (1.35, 4.79 mmol) in 4 mL of ethanol was shaken under 58 psi of H2 pressure over 0.34 g Pd/C catalyst overnight, and then the mixture was filtered through Celite and concentrated to give 1.40 g (quantitative) of the product. No further purification was necessary. 1H NMR (250 MHz) δ3.92-3.90 (m, 1 H), 3.79-3.76 (m, 1 H), 1.84-1.14 (m, 28 H), 0.87-0.82 (d, 6 H); 13C NMR (62.7 MHz) 154.7, 78.6, 51.6, 46.9, 38.9, 34.5, 28.5, 27.9, 26.8, 2... Starting materials: N1CCOCC1 (morpholine), FC1=CC=C(C=C1)[N+](=O)[O-] (1-Fluoro-4-nitro-benzene), O (water). Solvent: CS(=O)C (DMSO). Conditions: temperature 100 celsius. The product is [N+](=O)([O-])C1=CC=C(C=C1)N1CCOCC1 (4-(4-Nitro-phenyl)-morpholine). As a reaction SMILES: [NH:1]1[CH2:6][CH2:5][O:4][CH2:3][CH2:2]1.F[C:8]1[CH:13]=[CH:12][C:11]([N+:14]([O-:16])=[O:15])=[CH:10][CH:9]=1.O>CS(C)=O>[N+:14]([C:11]1[CH:12]=[CH:13][C:8]([N:1]2[CH2:6][CH2:5][O:4][CH2:3][CH2:2]2)=[CH:9][CH:10]=1)([O-:16])=[O:15]. Reported procedure: A mixture of 24.5 g morpholine and 13.3 g 1-Fluoro-4-nitro-benzene in 30 ml DMSO was heated to 100° C. for 4 h. This solution was poured on to 300 ml of water and the resulting precipitate was collected by filtration to yield a bright yellow crystalline product, which was dried in vacuo. Reactants: C1(CCCC1)C[C@H](CN(C=O)OCC1=CC=CC=C1)C(=O)NNC1=NC(=NC(=C1F)N1[C@H](COCC1)C)C ([(2R)-2-(cyclopentylmethyl)-3-(2-{5-fluoro-2-methyl-6-[(3S)-3-methyl-4-morpholinyl]-4-pyrimidinyl}hydrazino)-3-oxopropyl][(phenylmethyl)oxy]formamide). The reagents and catalysts are [OH-].[OH-].[Pd+2] (Pd(OH)2/C). Solvent: CO (methanol). Conditions: time 1 hour. Product: C1(CCCC1)C[C@H](CN(C=O)O)C(=O)NNC1=NC(=NC(=C1F)N1[C@H](COCC1)C)C ([(2R)-2-(Cyclopentylmethyl)-3-(2-{5-fluoro-2-methyl-6-[(3S)-3-methyl-4-morpholinyl]-4-pyrimidinyl}hydrazino)-3-oxopropyl]hydroxyformamide). As a reaction SMILES: [CH:1]1([CH2:6][C@@H:7]([C:20]([NH:22][NH:23][C:24]2[C:29]([F:30])=[C:28]([N:31]3[CH2:36][CH2:35][O:34][CH2:33][C@@H:32]3[CH3:37])[N:27]=[C:26]([CH3:38])[N:25]=2)=[O:21])[CH2:8][N:9]([O:12]CC2C=CC=CC=2)[CH:10]=[O:11])[CH2:5][CH2:4][CH2:3][CH2:2]1>CO.[OH-].[OH-].[Pd+2]>[CH:1]1([CH2:6][C@@H:7]([C:20]([NH:22][NH:23][C:24]2[C:29]([F:30])=[C:28]([N:31]3[CH2:36][CH2:35][O:34][CH2:33][C@@H:32]3[CH3:37])[N:27]=[C:26]([CH3:38])[N:25]=2)=[O:21])[CH2:8][N:9]([OH:12])[CH:10]=[O:11])[CH2:5][CH2:4][CH2:3][CH2:2]1 |f:2.3.4|. Procedure details: To a solution of [(2R)-2-(cyclopentylmethyl)-3-(2-{5-fluoro-2-methyl-6-[(3S)-3-methyl-4-morpholinyl]-4-pyrimidinyl}hydrazino)-3-oxopropyl][(phenylmethyl)oxy]formamide (309.1 mg, 0.563 mmol) in methanol (6 mL) was added 20% Pd(OH)2/C (50% water, 62 mg). The suspension was hydrogenated for 1 h and then filtered through a PTFE membrane. The resulting solution was concentrated in vacuo and purified by Gilson RPLC to give [(2R)-2-(cyclopentylmethyl)-3-(2-{5-fluoro-2-methyl-6-[(3S)-3-methyl-4-morpholi... The reactants are CCCN, COCCOC, COc1cc(-c2nc(N)nc(S(C)(=O)=O)c2C#N)cc(OC)c1OC. Product: CCCNc1nc(N)nc(-c2cc(OC)c(OC)c(OC)c2)c1C#N. Reaction SMILES: [CH3:26][CH2:27][CH2:28][NH2:29].[CH3:30][O:31][CH2:32][CH2:33][O:34][CH3:35].[NH2:1][c:2]1[n:3][c:4](-[c:14]2[cH:15][c:16]([O:24][CH3:25])[c:17]([O:22][CH3:23])[c:18]([O:20][CH3:21])[cH:19]2)[c:5]([C:12]#[N:13])[c:6]([S:8]([CH3:9])(=[O:10])=[O:11])[n:7]1>>[NH2:1][c:2]1[n:3][c:4](-[c:14]2[cH:15][c:16]([O:24][CH3:25])[c:17]([O:22][CH3:23])[c:18]([O:20][CH3:21])[cH:19]2)[c:5]([C:12]#[N:13])[c:6]([NH:29][CH2:28][CH2:27][CH3:26])[n:7]1. Reactants: CCNc1ccc(NC(=O)CN2CCN(C)CC2)cc1[N+](=O)[O-], CS[CH2+]1SC(=C2Sc3ccccc3N2C)C(=O)N1Cc1ccccc1, Cc1ccc(S(=O)(=O)[O-])cc1. Yields the product CCNc1ccc(NC(=O)CN2CCN(C)CC2)cc1N=C1SC(=C2Sc3ccccc3N2C)C(=O)N1Cc1ccccc1. As a reaction SMILES: [CH2:1]([CH3:2])[NH:3][c:4]1[c:5]([N+:21]([O-:22])=[O:23])[cH:6][c:7]([NH:8][C:9]([CH2:10][N:11]2[CH2:12][CH2:13][N:14]([CH3:17])[CH2:15][CH2:16]2)=[O:18])[cH:19][cH:20]1.[CH2:35]([c:36]1[cH:37][cH:38][cH:39][cH:40][cH:41]1)[N:42]1[CH2+:43]([S:58][CH3:59])[S:44][C:45](=[C:48]2[S:49][c:50]3[c:51]([cH:54][cH:55][cH:56][cH:57]3)[N:52]2[CH3:53])[C:46]1=[O:47].[c:24]1([CH3:25])[cH:26][cH:27][c:28]([S:29]([O-:30])(=[O:31])=[O:32])[cH:33][cH:34]1>>[CH2:1]([CH3:2])[NH:3][c:4]1[c:5]([N:21]=[C:43]2[N:42]([CH2:35][c:36]3[cH:37][cH:38][cH:39][cH:40][cH:41]3)[C:46](=[O:47])[C:45](=[C:48]3[S:49][c:50]4[c:51]([cH:54][cH:55][cH:56][cH:57]4)[N:52]3[CH3:53])[S:44]2)[cH:6][c:7]([NH:8][C:9]([CH2:10][N:11]2[CH2:12][CH2:13][N:14]([CH3:17])[CH2:15][CH2:16]2)=[O:18])[cH:19][cH:20]1. The reactants are C(CCC)[Li] (n-butyllithium), [Si](C1=CC=CC=C1)(C1=CC=CC=C1)(C(C)(C)C)OCC[C@@H]1OCCC2=C1C=CC(=C2)Br (2-((1S)-6-bromo-3,4-dihydro-1H-2-benzopyran-1-yl)ethyl tert-butyl(diphenyl)silyl ether), CN(C=O)C (dimethylformamide). Solvent: C1CCOC1 (THF). Conditions: temperature -78 celsius, time 30 minute. Product: [Si](C1=CC=CC=C1)(C1=CC=CC=C1)(C(C)(C)C)OCC[C@@H]1OCCC2=C1C=CC(=C2)C=O ((1S)-1-(2-{[tert-Butyl(diphenyl)silyl]oxy}ethyl)-3,4-dihydro-1H-2-benzopyran-6-carbaldehyde). As a reaction SMILES: [Si:1]([O:18][CH2:19][CH2:20][C@H:21]1[C:26]2[CH:27]=[CH:28][C:29](Br)=[CH:30][C:25]=2[CH2:24][CH2:23][O:22]1)([C:14]([CH3:17])([CH3:16])[CH3:15])([C:8]1[CH:13]=[CH:12][CH:11]=[CH:10][CH:9]=1)[C:2]1[CH:7]=[CH:6][CH:5]=[CH:4][CH:3]=1.C([Li])CCC.CN(C)[CH:39]=[O:40]>C1COCC1>[Si:1]([O:18][CH2:19][CH2:20][C@H:21]1[C:26]2[CH:27]=[CH:28][C:29]([CH:39]=[O:40])=[CH:30][C:25]=2[CH2:24][CH2:23][O:22]1)([C:14]([CH3:17])([CH3:16])[CH3:15])([C:8]1[CH:13]=[CH:12][CH:11]=[CH:10][CH:9]=1)[C:2]1[CH:7]=[CH:6][CH:5]=[CH:4][CH:3]=1. Reported procedure: To a stirred solution of 2-((1S)-6-bromo-3,4-dihydro-1H-2-benzopyran-1-yl)ethyl tert-butyl(diphenyl)silyl ether (2.5 g, 5.05 mmol) in dry THF (60 mL), cooled to −78° C. under nitrogen, was slowly added n-butyllithium (2.5M in THF) (5.4 mL, 13.5 mmol). After 30 min stirring at −78° C., dry dimethylformamide (3.5 mL, 45 mmol) was added and the reaction allowed to warm to room temperature overnight. The reaction was quenched by addition of water and extracted into ethyl acetate. The combined organi...